From a dataset of the Open Reaction Database (ORD), a public repository of structured organic reaction records. describe an organic reaction: reactants, conditions, products, and yield Yields the product COC=1C=C(C=CC1OC)NC1=NC=CC=C1C1=NC(=NC(=N1)C)N(CC1=CC=C(C=C1)OC)CC1=CC=C(C=C1)OC (4-(2-(3,4-Dimethoxyphenylamino)Pyridin-3-yl)-N,N-Bis(4-Methoxybenzyl)-6-Methyl-1,3,5-Triazin-2-Amine), oil. The reactants are COC=1C=C(N)C=CC1OC (3,4-dimethoxyaniline), FC1=NC=CC=C1C1=NC(=NC(=N1)C)N(CC1=CC=C(C=C1)OC)CC1=CC=C(C=C1)OC (4-(2-fluoropyridin-3-yl)-N,N-bis(4-methoxybenzyl)-6-methyl-1,3,5-triazin-2-amine). As a reaction SMILES: [CH3:1][O:2][C:3]1[CH:4]=[C:5]([CH:7]=[CH:8][C:9]=1[O:10][CH3:11])[NH2:6].F[C:13]1[C:18]([C:19]2[N:24]=[C:23]([CH3:25])[N:22]=[C:21]([N:26]([CH2:36][C:37]3[CH:42]=[CH:41][C:40]([O:43][CH3:44])=[CH:39][CH:38]=3)[CH2:27][C:28]3[CH:33]=[CH:32][C:31]([O:34][CH3:35])=[CH:30][CH:29]=3)[N:20]=2)=[CH:17][CH:16]=[CH:15][N:14]=1>>[CH3:1][O:2][C:3]1[CH:4]=[C:5]([NH:6][C:13]2[C:18]([C:19]3[N:24]=[C:23]([CH3:25])[N:22]=[C:21]([N:26]([CH2:27][C:28]4[CH:29]=[CH:30][C:31]([O:34][CH3:35])=[CH:32][CH:33]=4)[CH2:36][C:37]4[CH:38]=[CH:39][C:40]([O:43][CH3:44])=[CH:41][CH:42]=4)[N:20]=3)=[CH:17][CH:16]=[CH:15][N:14]=2)[CH:7]=[CH:8][C:9]=1[O:10][CH3:11]. Yield: 100.0%. Procedure: The title compound was prepared in an analogous manner to that described in Example 164 using 3,4-dimethoxyaniline (Aldrich) and 4-(2-fluoropyridin-3-yl)-N,N-bis(4-methoxybenzyl)-6-methyl-1,3,5-triazin-2-amine, and isolated as a brown oil (100%). 1H NMR (400 MHz, CDCl3) δ 11.69 (s, 1H); 8.82 (dd, J=7.8, 2.0 Hz, 1H); 8.30 (dd, J=4.7, 1.8 Hz, 1H); 7.31 (d, J=2.2 Hz, 1H); 7.20 (d, J=8.2 Hz, 4H); 6.98 (dd, J=8.6, 2.3 Hz, 1H); 6.78-6.91 (m, 5H); 6.72 (dd, J=7.8, 4.7 Hz, 1H); 4.83 (s, 4H); 3.86 (s, 3H... The reactants are O=c1c(CBr)c(-c2ccc(O)cc2)oc2ccccc12, CC(=O)O, C[O-], CO, [Na+]. Product: COCc1c(-c2ccc(O)cc2)oc2ccccc2c1=O. RXN SMILES: [Br:1][CH2:2][c:3]1[c:4](-[c:14]2[cH:15][cH:16][c:17]([OH:20])[cH:18][cH:19]2)[o:5][c:6]2[cH:7][cH:8][cH:9][cH:10][c:11]2[c:12]1=[O:13].[C:26]([OH:27])(=[O:28])[CH3:29].[CH3:21][O-:22].[CH3:24][OH:25].[Na+:23]>>[CH2:2]([c:3]1[c:4](-[c:14]2[cH:15][cH:16][c:17]([OH:20])[cH:18][cH:19]2)[o:5][c:6]2[cH:7][cH:8][cH:9][cH:10][c:11]2[c:12]1=[O:13])[O:22][CH3:21]. The product is OCCN1CCOC12CCCCC2. As a reaction SMILES: [C:15](=[O:16])([O-:17])[O-:18].[Cl:21][CH2:22][Cl:23].[K+:19].[K+:20].[O:8]=[C:9]1[CH2:10][CH2:11][CH2:12][CH2:13][CH2:14]1.[OH:1][CH2:2][CH2:3][NH:4][CH2:5][CH2:6][OH:7]>>[O:1]1[CH2:2][CH2:3][N:4]([CH2:5][CH2:6][OH:7])[C:9]12[CH2:10][CH2:11][CH2:12][CH2:13][CH2:14]2. Reactants: O=C([O-])[O-], ClCCl, [K+], [K+], O=C1CCCCC1, OCCNCCO. The reactants are C1CCOC1, CC[O-], CCO, CCOC=O, Cc1noc(C2CC3CC(=O)CC(C2)N3S(=O)(=O)c2ccc(Cl)cc2)n1, [Na+]. The product is Cc1noc(C2CC3CC(=O)C(=CO)C(C2)N3S(=O)(=O)c2ccc(Cl)cc2)n1. RXN SMILES: [CH2:36]1[O:37][CH2:38][CH2:39][CH2:40]1.[CH3:33][CH2:34][O-:35].[CH3:41][CH2:42][OH:43].[CH:27](=[O:28])[O:29][CH2:30][CH3:31].[Cl:1][c:2]1[cH:3][cH:4][c:5]([S:8](=[O:9])(=[O:10])[N:11]2[CH:12]3[CH2:13][C:14](=[O:26])[CH2:15][CH:16]2[CH2:17][CH:18]([c:20]2[n:21][c:22]([CH3:25])[n:23][o:24]2)[CH2:19]3)[cH:6][cH:7]1.[Na+:32]>>[Cl:1][c:2]1[cH:3][cH:4][c:5]([S:8](=[O:9])(=[O:10])[N:11]2[CH:12]3[CH2:13][C:14](=[O:26])[C:15](=[CH:27][OH:28])[CH:16]2[CH2:17][CH:18]([c:20]2[n:21][c:22]([CH3:25])[n:23][o:24]2)[CH2:19]3)[cH:6][cH:7]1. Starting materials: CC1(C)C2CCC1(CS(=O)(=O)O)C(=O)C2, CCO, Cc1ccccc1, CN(C)CC1CCN(C(=O)Nc2cc(Oc3ccc(N)cc3)ccn2)CC1, O=C(Cc1ccccc1)N=C=S. Product: CN(C)CC1CCN(C(=O)Nc2cc(Oc3ccc(NC(=S)NC(=O)Cc4ccccc4)cc3)ccn2)CC1. As a reaction SMILES: [C:28]12([CH2:29][S:30]([OH:31])(=[O:32])=[O:33])[C:34]([CH3:35])([CH3:36])[CH:37]([CH2:38][CH2:39]1)[CH2:40][C:41]2=[O:42].[CH3:55][CH2:56][OH:57].[CH3:58][c:59]1[cH:60][cH:61][cH:62][cH:63][cH:64]1.[NH2:1][c:2]1[cH:3][cH:4][c:5]([O:6][c:7]2[cH:8][c:9]([NH:13][C:14](=[O:15])[N:16]3[CH2:17][CH2:18][CH:19]([CH2:22][N:23]([CH3:24])[CH3:25])[CH2:20][CH2:21]3)[n:10][cH:11][cH:12]2)[cH:26][cH:27]1.[c:43]1([CH2:49][C:50](=[O:51])[N:52]=[C:53]=[S:54])[cH:44][cH:45][cH:46][cH:47][cH:48]1>>[NH:1]([c:2]1[cH:3][cH:4][c:5]([O:6][c:7]2[cH:8][c:9]([NH:13][C:14](=[O:15])[N:16]3[CH2:17][CH2:18][CH:19]([CH2:22][N:23]([CH3:24])[CH3:25])[CH2:20][CH2:21]3)[n:10][cH:11][cH:12]2)[cH:26][cH:27]1)[C:53]([NH:52][C:50]([CH2:49][c:43]1[cH:44][cH:45][cH:46][cH:47][cH:48]1)=[O:51])=[S:54]. Reactants: CC(C)(C)OC(=O)NC1CC(CO)C1, ClCCl. Yields the product CC(C)(C)OC(=O)NC1CC(C=O)C1. Reaction SMILES: [C:1]([CH3:2])([CH3:3])([CH3:4])[O:5][C:6]([NH:7][CH:8]1[CH2:9][CH:10]([CH2:12][OH:13])[CH2:11]1)=[O:14].[Cl:15][CH2:16][Cl:17]>>[C:1]([CH3:2])([CH3:3])([CH3:4])[O:5][C:6]([NH:7][CH:8]1[CH2:9][CH:10]([CH:12]=[O:13])[CH2:11]1)=[O:14]. Reaction SMILES: [C:1](=[O:2])([O:3][C:4]([CH3:5])([CH3:6])[CH3:7])[NH:8][N:9]1[c:10]2[c:11]([cH:21][cH:22][cH:23][cH:24]2)-[c:12]2[c:13]([cH:17][cH:18][cH:19][cH:20]2)[CH2:14][C:15]1=[O:16].[C:25](=[O:26])([O-:27])[O-:28].[Cl:31][CH2:32][C:33]([C:34]([CH3:35])([CH3:36])[CH3:37])=[O:38].[Cl:44][CH2:45][Cl:46].[Cs+:29].[Cs+:30].[O:39]=[CH:40][N:41]([CH3:42])[CH3:43]>>[C:1](=[O:2])([O:3][C:4]([CH3:5])([CH3:6])[CH3:7])[NH:8][N:9]1[c:10]2[c:11]([cH:21][cH:22][cH:23][cH:24]2)-[c:12]2[c:13]([cH:17][cH:18][cH:19][cH:20]2)[CH:14]([CH2:32][C:33]([C:34]([CH3:35])([CH3:36])[CH3:37])=[O:38])[C:15]1=[O:16]. Reactants: CC(C)(C)OC(=O)NN1C(=O)Cc2ccccc2-c2ccccc21, O=C([O-])[O-], CC(C)(C)C(=O)CCl, ClCCl, [Cs+], [Cs+], CN(C)C=O. The product is CC(C)(C)OC(=O)NN1C(=O)C(CC(=O)C(C)(C)C)c2ccccc2-c2ccccc21. Starting materials: Cl.N(C(=N)N)C1=CC=C(C(=O)Cl)C=C1 (4-carbamimidamidobenzoyl chloride hydrochloride), C([O-])(O)=O.[Na+] (sodium bicarbonate), Cl.N(C(=N)N)C1=CC=C(C(=O)Cl)C=C1 (4-Carbamimidamidobenzoyl chloride hydrochloride), C(C)(C)(C)OC(CC1(CC(=NO1)C1=CC(=CC(=C1)C)O)C(=O)OC(C)(C)C)=O (tert-butyl 5-(2-tert-butoxy-2-oxoethyl)-3-(3-hydroxy-5-methylphenyl)-4,5-dihydro-1,2-oxazole-5-carboxylate), N1=CC=CC=C1 (pyridine). The solvent is O.C(C)#N (water acetonitrile), CN1CCCC1=O (NMP). Reaction conditions: time 30 minute. Yields the product C(C)(C)(C)OC(CC1(CC(=NO1)C1=CC(=CC(=C1)C)OC(C1=CC=C(C=C1)NC(=N)N)=O)C(=O)OC(C)(C)C)=O (tert-Butyl 5-(2-tert-butoxy-2-oxoethyl)-3-(3-((4-carbamimidamidobenzoyl)oxy)-5-methylphenyl)-4,5-dihydro-1,2-oxazole-5-carboxylate). Yield: 57.7%. Reaction SMILES: Cl.[NH:2]([C:6]1[CH:14]=[CH:13][C:9]([C:10](Cl)=[O:11])=[CH:8][CH:7]=1)[C:3]([NH2:5])=[NH:4].[C:15]([O:19][C:20](=[O:42])[CH2:21][C:22]1([C:35]([O:37][C:38]([CH3:41])([CH3:40])[CH3:39])=[O:36])[O:26][N:25]=[C:24]([C:27]2[CH:32]=[C:31]([CH3:33])[CH:30]=[C:29]([OH:34])[CH:28]=2)[CH2:23]1)([CH3:18])([CH3:17])[CH3:16].N1C=CC=CC=1.C(=O)(O)[O-].[Na+]>O.C(#N)C.CN1C(=O)CCC1>[C:15]([O:19][C:20](=[O:42])[CH2:21][C:22]1([C:35]([O:37][C:38]([CH3:41])([CH3:40])[CH3:39])=[O:36])[O:26][N:25]=[C:24]([C:27]2[CH:32]=[C:31]([CH3:33])[CH:30]=[C:29]([O:34][C:10](=[O:11])[C:9]3[CH:8]=[CH:7][C:6]([NH:2][C:3]([NH2:5])=[NH:4])=[CH:14][CH:13]=3)[CH:28]=2)[CH2:23]1)([CH3:17])([CH3:18])[CH3:16] |f:0.1,4.5,6.7|. Procedure details: 4-Carbamimidamidobenzoyl chloride hydrochloride (299 mg) was added to a mixture of tert-butyl 5-(2-tert-butoxy-2-oxoethyl)-3-(3-hydroxy-5-methylphenyl)-4,5-dihydro-1,2-oxazole-5-carboxylate (500 mg), pyridine (0.6 mL), and NMP (0.6 mL) at 50 C, and the obtained mixture was stirred at 50 C for 30 minutes. Further, 4-carbamimidamidobenzoyl chloride hydrochloride (299 mg) was added thereto, and the obtained mixture was stirred at 50 C for 3 hours. The reaction mixture was fractionated by HPLC (C18,... The reactants are CC1=C2C=CC=NC2=C(C=C1)[N+](=O)[O-] (5-methyl-8-nitroquinoline), CC1=C2C=CC=NC2=C(C=C1)[N+](=O)[O-] (5-methyl-8-nitroquinoline), [Sn](Cl)Cl (tin (II) chloride). The reagents and catalysts are Cl (HCl). Yields the product CC1=C2C=CC=NC2=C(C=C1)N (5-Methylquinolin-8-amine). Yield: 118.9%. RXN SMILES: [CH3:1][C:2]1[CH:11]=[CH:10][C:9]([N+:12]([O-])=O)=[C:8]2[C:3]=1[CH:4]=[CH:5][CH:6]=[N:7]2.[Sn](Cl)Cl>Cl>[CH3:1][C:2]1[CH:11]=[CH:10][C:9]([NH2:12])=[C:8]2[C:3]=1[CH:4]=[CH:5][CH:6]=[N:7]2. Procedure: In a similar fashion using route 1 general procedure 4, 5-methyl-8-nitroquinoline (Intermediate 32) (950 mg, 5.05 mmol), tin (II) chloride (2.87 g, 15.1 mmol) and 6 N HCl (5 drops) gave the title compound (950 mg, >100% crude) which was used in the next step without purification. The structure was confirmed by 1H NMR.